From a dataset of the Open Reaction Database (ORD), a public repository of structured organic reaction records. describe an organic reaction: reactants, conditions, products, and yield The reactants are N1=CC=C(C2=CC=CC=C12)C=O (4-quinolinecarboxaldehyde), ClC1=CC=C(C(=O)NN)C=C1 (4-chlorobenzhydrazide), C(C)O (ethanol). Solvent: O1CCCC1 (tetrahydrofuran). The product is N1=CC=C(C2=CC=CC=C12)C=NNC(C1=CC=C(C=C1)Cl)=O (4-chlorobenzoic acid (4-quinolinylmethylene)hydrazide). The yield is 85.1%. RXN SMILES: [N:1]1[C:10]2[C:5](=[CH:6][CH:7]=[CH:8][CH:9]=2)[C:4]([CH:11]=O)=[CH:3][CH:2]=1.[Cl:13][C:14]1[CH:23]=[CH:22][C:17]([C:18]([NH:20][NH2:21])=[O:19])=[CH:16][CH:15]=1.C(O)C>O1CCCC1>[N:1]1[C:10]2[C:5](=[CH:6][CH:7]=[CH:8][CH:9]=2)[C:4]([CH:11]=[N:21][NH:20][C:18](=[O:19])[C:17]2[CH:16]=[CH:15][C:14]([Cl:13])=[CH:23][CH:22]=2)=[CH:3][CH:2]=1. Procedure: A mixture of 7.86 gm (0.05 mole) of 4-quinolinecarboxaldehyde, 8.53 gm (0.05 mole) of 4-chlorobenzhydrazide, 400 ml of ethanol and 100 ml of tetrahydrofuran is refluxed 2 hr. Thin layer chromatography of the reaction mixture establishes that the reaction is complete. The reaction mixture is concentrated to one-half the original volume and then cooled to room temperature. The solid which separates is collected, washed with ethanol and dried to give 13.18 gm (85%) of title compound, having a melti... The reactants are C[C@H](CCCC(C)(C)O)[C@H]1CC[C@@H]\2[C@@]1(CCC/C2=C\C=C/3\C[C@H](CCC3=C)O)C (calcifediol), C[C@H](CCCC(C)(C)O)[C@H]1CC[C@@H]\2[C@@]1(CCC/C2=C\C=C/3\C[C@H](C[C@@H](C3=C)O)O)C (calcitriol), C[C@H](CC[C@H](C(C)(C)O)O)[C@H]1CC[C@@H]\2[C@@]1(CCC/C2=C\C=C/3\C[C@H](CCC3=C)O)C (secalciferol), C[C@H](CC[C@H](C(C)C)O)[C@H]1CC[C@@H]\2[C@@]1(CCC/C2=C\C=C/3\C[C@H](C[C@@H](C3=C)O)O)C (tacalcitol), C[C@H]\1CC[C@@H](C/C1=C\C=C\2/CCC[C@]3([C@H]2CC[C@@H]3[C@H](C)/C=C/C(C)C(C)C)C)O (dihydrotachysterol), CCC(CC)(CCCO[C@H](C)[C@H]1CC[C@@H]\2[C@@]1(CCC/C2=C\C=C/3\C[C@H](C[C@@H](C3=C)O)O)C)O (lexacalcitol), CCC(CC)(/C=C/C=C/[C@@H](C)[C@H]1CC[C@@H]\2[C@@]1(CCC/C2=C\C=C/3\C[C@H](C[C@@H](C3=C)O)O)C)O (seocalcitol), C[C@@H]([C@H]1CC[C@@H]\2[C@@]1(CCC/C2=C\C=C/3\C[C@H](C[C@@H](C3=C)O)O)C)OCCC(C)(C)O (maxacalcitol), C[C@H](CCCC(C(F)(F)F)(C(F)(F)F)O)[C@H]1CC[C@@H]\2[C@@]1(CCC/C2=C\C=C/3\C[C@H](C[C@@H](C3=C)O)O)C (falecalcitriol), C[C@H](/C=C/[C@H](C1CC1)O)[C@H]2CC[C@@H]\3[C@@]2(CCC/C3=C\C=C/4\C[C@H](C[C@@H](C4=C)O)O)C (calcipotriol), CC1C(C(=O)CC(C(=O)C(C(C(=C)CC(CCCNC(=O)CC(C1=C)C(C)C(=O)C(CC=2C=CC=CC2)NC)C(=O)C)CC3=CNC=N3)C)CC=4C=CC=CC4)CCCCN (calcitonin), C[C@H](/C=C/[C@H](C)C(C)C)[C@H]1CC[C@@H]\2[C@@]1(CCC/C2=C\C=C/3\C[C@H](C[C@@H](C3=C)O)O)C (doxercalciferol). The product is C[C@H](CCCC(C)C)[C@H]1CC[C@@H]\2[C@@]1(CCC/C2=C\C=C/3\C[C@H](C[C@@H](C3=C)O)O)C (alfacalcidol). As a reaction SMILES: C[C@@H]([C@@H]1[C@@]2(C)CCC/C(=C\C=[C:21]3\[CH2:22][C@@H:23](O)[CH2:24][CH2:25][C:26]\3=[CH2:27])/[C@@H]2CC1)CCCC(O)(C)C.C[C@@H]([C@@H]1[C@@]2(C)CCC/C(=[CH:48]\[CH:49]=[C:50]3\[CH2:51][C@@H:52]([OH:58])[CH2:53][C@H:54]([OH:57])[C:55]\3=[CH2:56])/[C@@H]2CC1)/C=C/[C@@H](O)C1CC1.[CH3:60][CH:61]1[C:83](=C)[CH:82](C(C(C(NC)CC2C=CC=CC=2)=O)C)[CH2:81]C(=O)NCCCC(C(C)=O)CC(=C)C(CC2N=CNC=2)C(C)[C:67](=O)[CH:66]([CH2:109]C2C=CC=CC=2)[CH2:65][C:63](=O)[CH:62]1CCCCN.C[C@@H]([C@@H]1[C@@]2(C)CCC/C(=C\C=C3\C[C@@H](O)C[C@H](O)C\3=C)/[C@@H]2CC1)CCCC(O)(C)C.C[C@H]1CC[C@H](O)C/C/1=C\C=C1/CCC[C@]2(C)[C@@H]([C@@H](/C=C/C(C(C)C)C)C)CC[C@@H]/12.C[C@@H]([C@@H]1[C@@]2(C)CCC/C(=C\C=C3\C[C@@H](O)C[C@H](O)C\3=C)/[C@@H]2CC1)/C=C/[C@@H](C(C)C)C.C[C@@H]([C@@H]1[C@@]2(C)CCC/C(=C\C=C3\C[C@@H](O)C[C@H](O)C\3=C)/[C@@H]2CC1)CCCC(O)(C(F)(F)F)C(F)(F)F.CCC(O)(CCCO[C@@H]([C@@H]1[C@@]2(C)CCC/C(=C\C=C3\C[C@@H](O)C[C@H](O)C\3=C)/[C@@H]2CC1)C)CC.C[C@H](OCCC(O)(C)C)[C@@H]1[C@@]2(C)CCC/C(=C\C=C3\C[C@@H](O)C[C@H](O)C\3=C)/[C@@H]2CC1.C[C@@H]([C@@H]1[C@@]2(C)CCC/C(=C\C=C3\C[C@@H](O)CCC\3=C)/[C@@H]2CC1)CC[C@@H](O)C(O)(C)C.CCC(O)(/C=C/C=C/[C@H]([C@@H]1[C@@]2(C)CCC/C(=C\C=C3\C[C@@H](O)C[C@H](O)C\3=C)/[C@@H]2CC1)C)CC.C[C@@H]([C@@H]1[C@@]2(C)CCC/C(=C\C=C3\C[C@@H](O)C[C@H](O)C\3=C)/[C@@H]2CC1)CC[C@@H](O)C(C)C>>[CH3:60][C@@H:61]([C@@H:83]1[C@@:26]2([CH3:27])[CH2:25][CH2:24][CH2:23]/[C:22](=[CH:48]\[CH:49]=[C:50]3\[CH2:51][C@@H:52]([OH:58])[CH2:53][C@H:54]([OH:57])[C:55]\3=[CH2:56])/[C@@H:21]2[CH2:81][CH2:82]1)[CH2:62][CH2:63][CH2:65][CH:66]([CH3:67])[CH3:109]. Procedure details: calcifediol; calcipotriol; calcitonin; calcitriol; dihydrotachysterol; doxercalciferol; falecalcitriol; lexacalcitol; maxacalcitol; secalciferol; seocalcitol; tacalcitol; The reactants are O=C([O-])O, C1CCOC1, COc1cc(C=Cc2nc3n(n2)CCCC3C2CCNCC2)ccc1-n1cnc(C)c1, CCOC(C)=O, CC(=O)O, O=Cc1ccccc1, [Na+]. Yields the product COc1cc(C=Cc2nc3n(n2)CCCC3C2CCN(Cc3ccccc3)CC2)ccc1-n1cnc(C)c1. As a reaction SMILES: [C:44](=[O:45])([OH:46])[O-:47].[CH2:49]1[O:50][CH2:51][CH2:52][CH2:53]1.[CH3:13][O:14][c:15]1[cH:16][c:17]([CH:27]=[CH:28][c:29]2[n:30][n:31]3[c:32]([n:43]2)[CH:33]([CH:37]2[CH2:38][CH2:39][NH:40][CH2:41][CH2:42]2)[CH2:34][CH2:35][CH2:36]3)[cH:18][cH:19][c:20]1-[n:21]1[cH:22][n:23][c:24]([CH3:26])[cH:25]1.[CH3:54][CH2:55][O:56][C:57](=[O:58])[CH3:59].[CH3:9][C:10](=[O:11])[OH:12].[CH:1](=[O:2])[c:3]1[cH:4][cH:5][cH:6][cH:7][cH:8]1.[Na+:48]>>[CH2:1]([c:3]1[cH:4][cH:5][cH:6][cH:7][cH:8]1)[N:40]1[CH2:39][CH2:38][CH:37]([CH:33]2[c:32]3[n:31]([n:30][c:29]([CH:28]=[CH:27][c:17]4[cH:16][c:15]([O:14][CH3:13])[c:20](-[n:21]5[cH:22][n:23][c:24]([CH3:26])[cH:25]5)[cH:19][cH:18]4)[n:43]3)[CH2:36][CH2:35][CH2:34]2)[CH2:42][CH2:41]1. The reactants are ClC=1C=C(C=CC1Cl)C(CC=C)COS(=O)(=O)C (4-(3,4-Dichlorophenyl)-5-(methanesulphonyloxy)pent-1-ene), N1C=NC=C1 (imidazole). Solvent: C(C)#N (acetonitrile). Yields the product ClC=1C=C(C=CC1Cl)C(CC=C)CN1C=NC=C1 (4-(3,4-dichlorophenyl)-5-(imidazol-1-yl)pent-1-ene). Isolated yield 70.3%. Reaction SMILES: [Cl:1][C:2]1[CH:3]=[C:4]([CH:9]([CH2:13]OS(C)(=O)=O)[CH2:10][CH:11]=[CH2:12])[CH:5]=[CH:6][C:7]=1[Cl:8].[NH:19]1[CH:23]=[CH:22][N:21]=[CH:20]1>C(#N)C>[Cl:1][C:2]1[CH:3]=[C:4]([CH:9]([CH2:13][N:19]2[CH:23]=[CH:22][N:21]=[CH:20]2)[CH2:10][CH:11]=[CH2:12])[CH:5]=[CH:6][C:7]=1[Cl:8]. Reported procedure: 4-(3,4-Dichlorophenyl)-5-(methanesulphonyloxy)pent-1-ene (5.4 g) (see Preparation 23) and imidazole (3.6 g) were dissolved in anhydrous acetonitrile (40 ml) and the mixture heated under reflux for 100 hours. The solvent was removed under reduced pressure, the residue dissolved in dichloromethane and the solvent removed under reduced pressure. The residue was dissolved in dichloromethane (100 ml) and washed with sufficient aqueous sodium carbonate solution to ensure that the aqueous phase reached... As a reaction SMILES: [C:1]1(=O)[CH2:5][CH2:4][CH2:3][CH2:2]1.[Br:7][C:8]1[C:14]([CH3:15])=[CH:13][C:11]([NH2:12])=[CH:10][C:9]=1[CH3:16].C[Si]([C:21]#[N:22])(C)C>C(O)(=O)C>[Br:7][C:8]1[C:14]([CH3:15])=[CH:13][C:11]([NH:12][C:1]2([C:21]#[N:22])[CH2:5][CH2:4][CH2:3][CH2:2]2)=[CH:10][C:9]=1[CH3:16]. Conditions: time 1.5 hour. The solvent is C(C)(=O)O (acetic acid). The reactants are C1(CCCC1)=O (cyclopentanone), BrC1=C(C=C(N)C=C1C)C (4-bromo-3,5-dimethylaniline), C[Si](C)(C)C#N (trimethylsilyl cyanide). Product: BrC1=C(C=C(C=C1C)NC1(CCCC1)C#N)C (1-((4-bromo-3,5-dimethylphenyl)amino)cyclopentanecarbonitrile), crude product. Procedure details: To a mixture of cyclopentanone (42 mg, 0.500 mmol) and 4-bromo-3,5-dimethylaniline (100 mg, 0.500 mmol) in acetic acid (0.5 mL), trimethylsilyl cyanide (0.063 ml, 0.500 mmol) was added at room temperature. The mixture was stirred at room temperature for 1.5 hours under nitrogen atmosphere. The reaction mixture was quenched with 28% aqueous ammonia (1 mL), diluted with water and extracted with dichloromethane. The organic layer was washed with water and brine, dried over anhydrous sodium sulfate,...